From a dataset of the Open Reaction Database (ORD), a public repository of structured organic reaction records. describe an organic reaction: reactants, conditions, products, and yield Starting materials: C(C)(C)(C)OC(=O)N[C@@H](CC(C)C)C(=O)O (N-(tert-Butoxycarbonyl)-L-leucine), C(C)N=C=NCCCN(C)C (N1-((ethylimino)methylene)-N3,N3-dimethylpropane-1,3-diamine), O.ON1N=NC2=C1C=CC=C2 (1-hydroxybenzotriazole hydrate), C(C1=CC=CC=C1)N1C[C@@H]2[C@H](C1)[C@H](CC2)N ((3aR,4S,6aS)-2-benzyloctahydrocyclopenta[c]pyrrol-4-amine). Solvent: ClCCl (dichloromethane). Reaction conditions: time 20 minute. The product is C(C1=CC=CC=C1)N1C[C@@H]2[C@H](C1)[C@H](CC2)NC([C@H](CC(C)C)NC(OC(C)(C)C)=O)=O (tert-butyl(S)-1-((3aR,4S,6aS)-2-benzyloctahydrocyclopenta[c]pyrrol-4-ylamino)-4-methyl-1-oxopentan-2-ylcarbamate). As a reaction SMILES: [C:1]([O:5][C:6]([NH:8][C@H:9]([C:14]([OH:16])=O)[CH2:10][CH:11]([CH3:13])[CH3:12])=[O:7])([CH3:4])([CH3:3])[CH3:2].O.ON1C2C=CC=CC=2N=N1.[CH2:28]([N:35]1[CH2:39][C@@H:38]2[C@@H:40]([NH2:43])[CH2:41][CH2:42][C@@H:37]2[CH2:36]1)[C:29]1[CH:34]=[CH:33][CH:32]=[CH:31][CH:30]=1.C(N=C=NCCCN(C)C)C>ClCCl>[CH2:28]([N:35]1[CH2:39][C@@H:38]2[C@@H:40]([NH:43][C:14](=[O:16])[C@@H:9]([NH:8][C:6](=[O:7])[O:5][C:1]([CH3:2])([CH3:3])[CH3:4])[CH2:10][CH:11]([CH3:12])[CH3:13])[CH2:41][CH2:42][C@@H:37]2[CH2:36]1)[C:29]1[CH:30]=[CH:31][CH:32]=[CH:33][CH:34]=1 |f:1.2|. Procedure: N-(tert-Butoxycarbonyl)-L-leucine (0.374 g, 1.617 mmol), 1-hydroxybenzotriazole hydrate (0.248 g, 1.617 mmol), and (3aR,4S,6aS)-2-benzyloctahydrocyclopenta[c]pyrrol-4-amine from Step A of Example 33 (0.318 g, 1.470 mmol) were combined in dichloromethane (3.0 mL). After 20 minutes, N1-((ethylimino)methylene)-N3,N3-dimethylpropane-1,3-diamine (0.286 mL, 1.617 mmol) was added, and the reaction was stirred at room temperature overnight. The reaction was quenched with water and extracted with of dich... Reactants: CN(C(=O)OC(C)(C)C)C(CO[Si](C)(C)C(C)(C)C)CC(C)(C)CO, C1CCOC1, CC(=O)Cl, c1ccncc1. Yields the product CC(=O)OCC(C)(C)CC(CO[Si](C)(C)C(C)(C)C)N(C)C(=O)OC(C)(C)C. RXN SMILES: [C:1]([CH3:2])([CH3:3])([CH3:4])[Si:5]([O:6][CH2:7][CH:8]([CH2:9][C:10]([CH2:11][OH:12])([CH3:13])[CH3:14])[N:15]([C:16]([O:17][C:18]([CH3:19])([CH3:20])[CH3:21])=[O:22])[CH3:23])([CH3:24])[CH3:25].[CH2:36]1[O:37][CH2:38][CH2:39][CH2:40]1.[CH3:32][C:33]([Cl:34])=[O:35].[cH:26]1[cH:27][cH:28][n:29][cH:30][cH:31]1>>[C:1]([CH3:2])([CH3:3])([CH3:4])[Si:5]([O:6][CH2:7][CH:8]([CH2:9][C:10]([CH2:11][O:12][C:33]([CH3:32])=[O:35])([CH3:13])[CH3:14])[N:15]([C:16]([O:17][C:18]([CH3:19])([CH3:20])[CH3:21])=[O:22])[CH3:23])([CH3:24])[CH3:25]. The reactants are OC=1C=C(C(=O)CCC(=O)O)C=CC1C (3-(3-hydroxy-4-methylbenzoyl) propionic acid), O.NN (hydrazine hydrate). Solvent: O (water), O (water). Yields the product OC=1C=C(C=CC1C)C=1CCC(NN1)=O (6-(3-hydroxy-4-methylphenyl)-4,5-dihydro-3(2H)-pyridazinone). RXN SMILES: [OH:1][C:2]1[CH:3]=[C:4]([CH:12]=[CH:13][C:14]=1[CH3:15])[C:5]([CH2:7][CH2:8][C:9](O)=[O:10])=O.O.[NH2:17][NH2:18]>O>[OH:1][C:2]1[CH:3]=[C:4]([C:5]2[CH2:7][CH2:8][C:9](=[O:10])[NH:17][N:18]=2)[CH:12]=[CH:13][C:14]=1[CH3:15] |f:1.2|. Procedure details: A stirred suspension of 3-(3-hydroxy-4-methylbenzoyl) propionic acid (6.75g, 0.032 mole) in water (40ml) was treated with hydrazine hydrate (2.4 ml, 0.048 mole) and heated under reflux for one hour. The mixture was diluted with water (50 ml), cooled, and the product collected then washed with water. (6.36g, 96%, m.p. 215°-218° C). Crystallisation from ethanol gave pure 6-(3-hydroxy-4-methylphenyl)-4,5-dihydro-3(2H)-pyridazinone, m.p. 216°-218° C.